From a dataset of the Open Reaction Database (ORD), a public repository of structured organic reaction records. describe an organic reaction: reactants, conditions, products, and yield Starting materials: Cl (hydrochloric acid), C(C)O (ethanol), BrC=1C(=C(C=C(C1Cl)F)[N+](=O)[O-])Cl (3-bromo-2,4-dichloro-5-fluoronitrobenzene). The reagents and catalysts are [Fe] (iron). Run in O (water). The product is BrC=1C(=C(N)C=C(C1Cl)F)Cl (3-Bromo-2,4-dichloro-5-fluoroaniline). Yield: 72.2%. RXN SMILES: Cl.C(O)C.[Br:5][C:6]1[C:7]([Cl:17])=[C:8]([N+:14]([O-])=O)[CH:9]=[C:10]([F:13])[C:11]=1[Cl:12]>O.[Fe]>[Br:5][C:6]1[C:7]([Cl:17])=[C:8]([CH:9]=[C:10]([F:13])[C:11]=1[Cl:12])[NH2:14]. Reported procedure: To a suspension of iron powder (135.4 g) in water (140 ml), with vigorous stirring at 50°-60° C., was slowly added concentrated hydrochloric acid (18 ml). After ethanol (350 ml) was mixed, 3-bromo-2,4-dichloro-5-fluoronitrobenzene (218.8 g) was added portionwise to the suspension at 52°-76° C. during an hour. After stirring for 75 minutes at the same temperature, the hot reaction mixture was filtered after adding benzene (500 ml) and the insoluble material was successively washed with hot ethano... The reactants are C(C)(C)(C)C=1C=C(C=CC1)NC(=O)C1CC2=CC(=CC=C2CC1)OC1=CC(=NC=C1)N(C)CC1=CC=C(C=C1)OC (N-(3-tert-butylphenyl)-7-({2-[(4-methoxybenzyl)(methyl)amino]-pyridin-4-yl}oxy)-1,2,3,4-tetrahydronaphthalene-2-carboxamide). Run in C(Cl)Cl (DCM), C(=O)(C(F)(F)F)O (TFA). Product: C(C)(C)(C)C=1C=C(C=CC1)NC(=O)C1CC2=CC(=CC=C2CC1)OC1=CC(=NC=C1)NC (N-(3-tert-butylphenyl)-7-{[2-(methylamino)pyridin-4-yl]oxy}-1,2,3,4-tetrahydronaphthalene-2-carboxamide). Isolated yield 94.5%. As a reaction SMILES: [C:1]([C:5]1[CH:6]=[C:7]([NH:11][C:12]([CH:14]2[CH2:23][CH2:22][C:21]3[C:16](=[CH:17][C:18]([O:24][C:25]4[CH:30]=[CH:29][N:28]=[C:27]([N:31](CC5C=CC(OC)=CC=5)[CH3:32])[CH:26]=4)=[CH:19][CH:20]=3)[CH2:15]2)=[O:13])[CH:8]=[CH:9][CH:10]=1)([CH3:4])([CH3:3])[CH3:2]>C(Cl)Cl.C(O)(C(F)(F)F)=O>[C:1]([C:5]1[CH:6]=[C:7]([NH:11][C:12]([CH:14]2[CH2:23][CH2:22][C:21]3[C:16](=[CH:17][C:18]([O:24][C:25]4[CH:30]=[CH:29][N:28]=[C:27]([NH:31][CH3:32])[CH:26]=4)=[CH:19][CH:20]=3)[CH2:15]2)=[O:13])[CH:8]=[CH:9][CH:10]=1)([CH3:4])([CH3:2])[CH3:3]. Procedure: A solution of N-(3-tert-butylphenyl)-7-({2-[(4-methoxybenzyl)(methyl)amino]-pyridin-4-yl}oxy)-1,2,3,4-tetrahydronaphthalene-2-carboxamide (454 mg, 0.83 mmol) in DCM (4 mL) and TFA (4 mL) was heated at 50° C. for 18 h. The reaction mixture was allowed to cool to rt and the solvents were evaporated. The residue was purified by column chromatography to give N-(3-tert-butylphenyl)-7-{[2-(methylamino)pyridin-4-yl]oxy}-1,2,3,4-tetrahydronaphthalene-2-carboxamide (337 mg, 94.9%). LCMS: (FA) ES+ 430.2. Reactants: CC(C)(C)OC(=O)NC(C#N)Cc1ccc(I)cc1, N#Cc1ccc(B(O)O)cc1F, O=C([O-])[O-], [K+], [K+], C1COCCO1, O. Yields the product CC(C)(C)OC(=O)NC(C#N)Cc1ccc(-c2ccc(C#N)c(F)c2)cc1. As a reaction SMILES: [C:13](#[N:14])[CH:15]([CH2:16][c:17]1[cH:18][cH:19][c:20]([I:23])[cH:21][cH:22]1)[NH:24][C:25]([O:26][C:27]([CH3:28])([CH3:29])[CH3:30])=[O:31].[C:1](#[N:2])[c:3]1[c:4]([F:12])[cH:5][c:6]([B:9]([OH:10])[OH:11])[cH:7][cH:8]1.[C:32](=[O:33])([O-:34])[O-:35].[K+:36].[K+:37].[O:38]1[CH2:39][CH2:40][O:41][CH2:42][CH2:43]1.[OH2:44]>>[C:1](#[N:2])[c:3]1[c:4]([F:12])[cH:5][c:6](-[c:20]2[cH:19][cH:18][c:17]([CH2:16][CH:15]([C:13]#[N:14])[NH:24][C:25]([O:26][C:27]([CH3:28])([CH3:29])[CH3:30])=[O:31])[cH:22][cH:21]2)[cH:7][cH:8]1. Reactants: CC(C(C(=O)[O-])O)(C)C.[Na+] (Sodium 3,3-dimethyl-2-hydroxybutyrate), Cl[O-].[Na+] (sodium hypochlorite). Reagents/catalysts: O.[Ru](=O)=O (ruthenium dioxide hydrate). The solvent is O (water). Product: CC(C(C(=O)[O-])=O)(C)C.[Na+] (sodium 3,3-dimethyl-2-oxobutyrate). As a reaction SMILES: [CH3:1][C:2]([CH3:9])([CH3:8])[CH:3]([OH:7])[C:4]([O-:6])=[O:5].[Na+:10].Cl[O-].[Na+]>O.[Ru](=O)=O.O>[CH3:1][C:2]([CH3:9])([CH3:8])[C:3](=[O:7])[C:4]([O-:6])=[O:5].[Na+:10] |f:0.1,2.3,4.5,7.8|. Procedure: Sodium 3,3-dimethyl-2-hydroxybutyrate and ruthenium dioxide hydrate are added to water, the pH rendered alkaline, and sodium hypochlorite is slowly added to produce sodium 3,3-dimethyl-2-oxobutyrate in high yield and purity. The solid catalyst is filtered off and may be re-used while the filtrate can be directly used in further synthesis. The reactants are NC(=O)OCC (urethane), polyol, [N-]=C=O.[N-]=C=O.C1(=CC=CC=C1)CC1=CC=CC=C1 (diphenylmethane diisocyanate). Yields the product C(C=C)(=O)O.NC(=O)OCC (urethane acrylate). RXN SMILES: [NH2:1][C:2]([O:4][CH2:5][CH3:6])=[O:3].[N-]=[C:8]=[O:9].[N-]=C=[O:12].C1(CC2C=CC=CC=2)C=CC=CC=1>>[C:8]([OH:9])(=[O:12])[CH:5]=[CH2:6].[NH2:1][C:2]([O:4][CH2:5][CH3:6])=[O:3] |f:1.2.3,4.5|. Reported procedure: A urethane acrylate oligomer was prepared in the same manner as in Synthesis Example 1, with the exception that a urethane prepolymer obtained by adjusting the proportions of polyol, chain extender and diphenylmethane diisocyanate so that the ratio of HS/SS was about 1/2.65 was used. Reactants: ClC1=C(C#N)C=CC(=N1)C (2-chloro-6-methyl-nicotinonitrile), C(=C)C1=NC=C(C#N)C=C1 (6-Vinyl-nicotinonitrile). The product is CC1=NC(=C(C#N)C=C1)C=C (6-Methyl-2-vinyl-nicotinonitrile). Reaction SMILES: Cl[C:2]1[N:9]=[C:8]([CH3:10])[CH:7]=[CH:6][C:3]=1[C:4]#[N:5].[CH:11](C1C=CC(C#N)=CN=1)=[CH2:12]>>[CH3:10][C:8]1[CH:7]=[CH:6][C:3]([C:4]#[N:5])=[C:2]([CH:11]=[CH2:12])[N:9]=1. Procedure details: Compound 386A was prepared from 2-chloro-6-methyl-nicotinonitrile by a route analogous to that used for the preparation of compound 384A. HPLC retention time=1.81 min. (Condition A), M+=145. The reactants are CN1CCN(CC1)CCC1=CC=C(C=C1)N (4-[2-(4-methyl-piperazin-1-yl)-ethyl]-phenylamine), C(C)OC(=O)C=1C(C2=C(N=C(N=C2)S(=O)(=O)C)N(C1)C=1C=C2CCCC2=CC1)=O (8-indan-5-yl-2-methanesulfonyl-5-oxo-5,8-dihydro-pyrido[2,3-d]pyrimidine-6-carboxylic acid ethyl ester). Product: C(C)OC(=O)C=1C(C2=C(N=C(N=C2)NC2=CC=C(C=C2)CCN2CCN(CC2)C)N(C1)C=1C=C2CCCC2=CC1)=O (8-Indan-5-yl-2-{4-[2-(4-methyl-piperazin-1-yl)-ethyl]-phenylamino}-5-oxo-5,8-dihydro-pyrido[2,3-d]pyrimidine-6-carboxylic acid ethyl ester), solid. Isolated yield 53.0%. As a reaction SMILES: [CH3:1][N:2]1[CH2:7][CH2:6][N:5]([CH2:8][CH2:9][C:10]2[CH:15]=[CH:14][C:13]([NH2:16])=[CH:12][CH:11]=2)[CH2:4][CH2:3]1.[CH2:17]([O:19][C:20]([C:22]1[C:23](=[O:45])[C:24]2[CH:29]=[N:28][C:27](S(C)(=O)=O)=[N:26][C:25]=2[N:34]([C:36]2[CH:37]=[C:38]3[C:42](=[CH:43][CH:44]=2)[CH2:41][CH2:40][CH2:39]3)[CH:35]=1)=[O:21])[CH3:18]>>[CH2:17]([O:19][C:20]([C:22]1[C:23](=[O:45])[C:24]2[CH:29]=[N:28][C:27]([NH:16][C:13]3[CH:12]=[CH:11][C:10]([CH2:9][CH2:8][N:5]4[CH2:6][CH2:7][N:2]([CH3:1])[CH2:3][CH2:4]4)=[CH:15][CH:14]=3)=[N:26][C:25]=2[N:34]([C:36]2[CH:37]=[C:38]3[C:42](=[CH:43][CH:44]=2)[CH2:41][CH2:40][CH2:39]3)[CH:35]=1)=[O:21])[CH3:18]. Procedure: Using the procedure outlined in Example 1(g) the title compound was prepared from 4-[2-(4-methyl-piperazin-1-yl)-ethyl]-phenylamine (53 mg, 0.24 mmol) and 8-indan-5-yl-2-methanesulfonyl-5-oxo-5,8-dihydro-pyrido[2,3-d]pyrimidine-6-carboxylic acid ethyl ester (from Example 1(e) above, 100 mg, 0.24 mmol). The title compound was obtained as a yellow solid (70 mg, 53%). 1H NMR (400 MHz, CDCl3) δ (ppm): 9.28 (s, 1H), 8.46 (s, 1H), 7.60 (br, 1H), 7.34 (d, J=7.9 Hz, 1H), 7.21 (s, 1H), 7.16 (br, 2H), 7.1... Reactants: O=C1CCC(=O)N1Br, O=C(OOC(=O)c1ccccc1)c1ccccc1, CCOC(C)=O, ClC(Cl)Cl, Cc1ccc2nc(Cl)cc(C)c2c1. The product is Cc1cc(Cl)nc2ccc(CBr)cc12. RXN SMILES: [Br:14][N:15]1[C:16](=[O:17])[CH2:18][CH2:19][C:20]1=[O:21].[C:22]([O:23][O:24][C:25](=[O:26])[c:27]1[cH:28][cH:29][cH:30][cH:31][cH:32]1)(=[O:33])[c:34]1[cH:35][cH:36][cH:37][cH:38][cH:39]1.[CH3:44][CH2:45][O:46][C:47](=[O:48])[CH3:49].[CH:40]([Cl:41])([Cl:42])[Cl:43].[Cl:1][c:2]1[n:3][c:4]2[cH:5][cH:6][c:7]([CH3:13])[cH:8][c:9]2[c:10]([CH3:12])[cH:11]1>>[Cl:1][c:2]1[n:3][c:4]2[cH:5][cH:6][c:7]([CH2:13][Br:14])[cH:8][c:9]2[c:10]([CH3:12])[cH:11]1.